From a dataset of the Open Reaction Database (ORD), a public repository of structured organic reaction records. describe an organic reaction: reactants, conditions, products, and yield The reactants are [Li]C (MeLi), BrC1=CC=C(C=CC(=O)OC)C=C1 (methyl 4-bromocinnamate), CCOCC (ether). Reagents/catalysts: [Cu]I (CuI). Run in C1CCOC1 (THF), C1CCOC1 (THF). Reaction conditions: time 2 hour. Yields the product BrC1=CC=C(C=C1)C(CC(=O)OC)C (methyl 3-(4-bromophenyl)butanoate). Reaction SMILES: [CH3:1]COCC.[Li]C.[Br:8][C:9]1[CH:20]=[CH:19][C:12]([CH:13]=[CH:14][C:15]([O:17][CH3:18])=[O:16])=[CH:11][CH:10]=1>C1COCC1.[Cu]I>[Br:8][C:9]1[CH:10]=[CH:11][C:12]([CH:13]([CH3:1])[CH2:14][C:15]([O:17][CH3:18])=[O:16])=[CH:19][CH:20]=1. Procedure details: A flask under nitrogen atmosphere was charged with CuI (2.77 g, 14.54 mmol) and ether (50 mL). The slurry was cooled to 0 C in an ice-water bath before a solution of MeLi in THF (1.6M, 18.2 mL, 29.1 mmol) was added dropwise over 20 minutes. A clear solution formed. A solution of methyl 4-bromocinnamate (3.19 g, 13.2 mmol) in THF (30 mL) was added dropwise via syringe over 30 minutes, and the resulting reaction mixture was stirred at 0 C for 2 hours. Then the reaction was quenched with ammonium c... Reactants: C[Si](C#CC=1SC(=CC1)C)(C)C (1-trimethylsilyl-2-(5-methylthien-2-yl)ethyne), [F-].C(CCC)[N+](CCCC)(CCCC)CCCC (tetrabutylammonium fluoride), [F-].[K+] (potassium fluoride), FC(C1=CC=C(C=C1)C=1SC(=CN1)I)(F)F (2-(4-trifluoromethylphenyl)-5-iodothiazole). The reagents and catalysts are Cl[Pd]([P](C1=CC=CC=C1)(C2=CC=CC=C2)C3=CC=CC=C3)([P](C4=CC=CC=C4)(C5=CC=CC=C5)C6=CC=CC=C6)Cl (dichlorobis(triphenylphosphine)palladium), [Cu]I (copper (I) iodide). Run in C(C)#N (acetonitrile), C(C)N(CC)CC (triethylamine), C(C)OCC (diethyl ether). Yields the product FC(C1=CC=C(C=C1)C=1SC(=CN1)C#CC=1SC(=CC1)C)(F)F (1-[2-(4-trifluoromethylphenyl)thiazol-5-yl]-2-(5-methylthien-2-yl)ethyne). Yield: 27.8%. Reaction SMILES: C[Si](C)(C)[C:3]#[C:4][C:5]1[S:6][C:7]([CH3:10])=[CH:8][CH:9]=1.[F-].C([N+](CCCC)(CCCC)CCCC)CCC.[F-].[K+].[F:33][C:34]([F:48])([F:47])[C:35]1[CH:40]=[CH:39][C:38]([C:41]2[S:42][C:43](I)=[CH:44][N:45]=2)=[CH:37][CH:36]=1>C(#N)C.C(N(CC)CC)C.C(OCC)C.Cl[Pd](Cl)([P](C1C=CC=CC=1)(C1C=CC=CC=1)C1C=CC=CC=1)[P](C1C=CC=CC=1)(C1C=CC=CC=1)C1C=CC=CC=1.[Cu]I>[F:48][C:34]([F:33])([F:47])[C:35]1[CH:36]=[CH:37][C:38]([C:41]2[S:42][C:43]([C:3]#[C:4][C:5]3[S:6][C:7]([CH3:10])=[CH:8][CH:9]=3)=[CH:44][N:45]=2)=[CH:39][CH:40]=1 |f:1.2,3.4,^1:66,85|. Procedure details: Under a dry nitrogen atmosphere, a stirred mixture of 0.70 gram (0.0036 mole) of 1-trimethylsilyl-2-(5-methylthien-2-yl)ethyne, 0.11 gram (0.0040 mole) of tetrabutylammonium fluoride, and 0.24 gram (0.0041 mole) of potassium fluoride in 7 ml of acetonitrile and 20 ml of triethylamine was heated at reflux for one hour. To this mixture was added 1.0 gram (0.0033 mole) of 2-(4-trifluoromethylphenyl)-5-iodothiazole, 0.03 gram (4.0×10-4 mole) of dichlorobis(triphenylphosphine)palladium (II), and 0.02... Reactants: O-(7-Azabenzotriazol-1-yl)-N,N,N′,N′-tetrauroniumhexafluorophosphate, SC1=C(C(=O)O)C=CC=N1 (2-mercaptonicotinic acid), ClC1=CC=C(N)C=C1 (4-chloroaniline), C(C)(C)N(C(C)C)CC (N,N-diisopropylethylamine), O (Water). Solvent: CN(C=O)C (N,N-dimethylformamide). Conditions: time 20 hour. The product is ClC1=CC=C(C=C1)NC(=O)C=1C(=NC=CC1)S (N-(4-Chlorophenyl)-2-mercaptopyridine-3-carboxamide). Yield: 59.0%. Reaction SMILES: [SH:1][C:2]1[N:10]=[CH:9][CH:8]=[CH:7][C:3]=1[C:4]([OH:6])=O.[Cl:11][C:12]1[CH:18]=[CH:17][C:15]([NH2:16])=[CH:14][CH:13]=1.C(N(CC)C(C)C)(C)C.O>CN(C)C=O>[Cl:11][C:12]1[CH:18]=[CH:17][C:15]([NH:16][C:4]([C:3]2[C:2]([SH:1])=[N:10][CH:9]=[CH:8][CH:7]=2)=[O:6])=[CH:14][CH:13]=1. Reported procedure: O-(7-Azabenzotriazol-1-yl)-N,N,N′,N′-tetrauroniumhexafluorophosphate (5.4 g, 14 mmol) was added to a suspension of 2-mercaptonicotinic acid (2.0 g, 13 mmol), 4-chloroaniline (1.7 g, 13 mmol) and N,N-diisopropylethylamine (4.5 mL, 26 mmol) in anhydrous N,N-dimethylformamide (20 mL) at room temperature, and the mixture was stirred for 20 hours. Water (20 mL) was added thereto, the precipitated solid was filtered off, and washed with ethyl acetate. The resulting solid was dried at 40° C. under redu...